This data is from the Open Reaction Database (ORD), a public repository of structured organic reaction records. The task is: describe an organic reaction: reactants, conditions, products, and yield Reactants: C(CCCCC)C1=CC=C(S1)C=O (5-hexylthiophene-2-carbaldehyde), C(C)O (ethanol), [OH-].[Na+] (NaOH). Solvent: O (water), O (water). Procedure details: In a 500 ml-four-necked flask, 10.0 g (5.10×10-2 mol) of 5-hexylthiophene-2-carbaldehyde, 60 ml of ethanol and a solution of 19.0 g of AgNO3 in 60 ml of water were placed. A solution of 10.2 g of NaOH in 300 ml of water was added dropwise to the mixture in 30 min. at room temperature, followed by stirring for 1.5 hours. After the reaction, the reaction mixture was subjected to filtration, and the filtrate was acidified with 6N-HCl to precipitate a crystal. The crystal was recovered by filtration... Yields the product C(CCCCC)C1=CC=C(S1)C(=O)O (5-hexylthiophene-2-carboxylic acid). Run at time 1.5 hour. The reagents and catalysts are [N+](=O)([O-])[O-].[Ag+] (AgNO3). RXN SMILES: [CH2:1]([C:7]1[S:11][C:10]([CH:12]=[O:13])=[CH:9][CH:8]=1)[CH2:2][CH2:3][CH2:4][CH2:5][CH3:6].C([OH:16])C.[OH-].[Na+]>O.[N+]([O-])([O-])=O.[Ag+]>[CH2:1]([C:7]1[S:11][C:10]([C:12]([OH:16])=[O:13])=[CH:9][CH:8]=1)[CH2:2][CH2:3][CH2:4][CH2:5][CH3:6] |f:2.3,5.6|. Yield: 76.6%. Reactants: ClC1=C(C=CC=C1)CC[C@@]1(N=C([C@H](N=C1OC)C(C)C)OC)C ((2S,5R)-2-[2-(2-chloro-phenyl)-ethyl]-5-isopropyl-3,6-dimethoxy-2-methyl-2,5-dihydro-pyrazine), O (water), FC(C(=O)O)(F)F (trifluoroacetic acid), [Cl-].[NH4+] (ammonium chloride). Solvent: C(C)#N (acetonitrile). Reaction conditions: temperature 40 celsius, time 8 hour. The product is COC([C@@](CCC1=C(C=CC=C1)Cl)(C)N)=O ((S)-2-Amino-4-(2-chloro-phenyl)-2-methyl-butyric acid methyl ester). As a reaction SMILES: [Cl:1][C:2]1[CH:7]=[CH:6][CH:5]=[CH:4][C:3]=1[CH2:8][CH2:9][C@@:10]1([CH3:23])[C:15]([O:16][CH3:17])=N[C@H](C(C)C)C(OC)=[N:11]1.O.FC(F)(F)C(O)=[O:28].[Cl-].[NH4+]>C(#N)C>[CH3:17][O:16][C:15](=[O:28])[C@:10]([NH2:11])([CH3:23])[CH2:9][CH2:8][C:3]1[CH:4]=[CH:5][CH:6]=[CH:7][C:2]=1[Cl:1] |f:3.4|. Procedure: To a solution of (2S,5R)-2-[2-(2-chloro-phenyl)-ethyl]-5-isopropyl-3,6-dimethoxy-2-methyl-2,5-dihydro-pyrazine (1.22 g, 3.62 mmol) in acetonitrile (12 ml) were added water (4 ml) and trifluoroacetic acid (2 ml). The mixture was stirred overnight at 40° C. Saturated ammonium chloride solution was added and the mixture was extracted with dichloromethane three times. The combined organic layers were dried (MgSO4), filtered and evaporated. The residue was purified by column chromatography (SiO2, EtO... Starting materials: O=C([O-])[O-], CO, [K+], [K+], Cc1c(C#C[Si](C)(C)C)ccc(N)c1C#N. The product is C#Cc1ccc(N)c(C#N)c1C. As a reaction SMILES: [C:17](=[O:18])([O-:19])[O-:20].[CH3:23][OH:24].[K+:21].[K+:22].[NH2:1][c:2]1[c:3]([C:4]#[N:5])[c:6]([CH3:16])[c:7]([C:10]#[C:11][Si:12]([CH3:13])([CH3:14])[CH3:15])[cH:8][cH:9]1>>[NH2:1][c:2]1[c:3]([C:4]#[N:5])[c:6]([CH3:16])[c:7]([C:10]#[CH:11])[cH:8][cH:9]1.